From a dataset of the Open Reaction Database (ORD), a public repository of structured organic reaction records. describe an organic reaction: reactants, conditions, products, and yield The reactants are CS(=O)(=O)O[C@@H]1CC[C@H](CC1)C1=CC=C(C=C1)F (trans 4-(p-fluorophenyl)cyclohexanol methanesulfonate), [N-]=[N+]=[N-].[Na+] (sodium azide). The solvent is CN(C=O)C (dimethylformamide). The product is FC1=CC=C(C=C1)[C@H]1CC[C@H](CC1)N=[N+]=[N-] (cis 4-(p-fluorophenyl)cyclohexan-1-ylazide). As a reaction SMILES: CS(O[C@H:6]1[CH2:11][CH2:10][C@H:9]([C:12]2[CH:17]=[CH:16][C:15]([F:18])=[CH:14][CH:13]=2)[CH2:8][CH2:7]1)(=O)=O.[N-:19]=[N+:20]=[N-:21].[Na+]>CN(C)C=O>[F:18][C:15]1[CH:16]=[CH:17][C:12]([C@@H:9]2[CH2:10][CH2:11][C@H:6]([N:19]=[N+:20]=[N-:21])[CH2:7][CH2:8]2)=[CH:13][CH:14]=1 |f:1.2|. Reported procedure: A mixture of 4.22 g. of trans 4-(p-fluorophenyl)cyclohexanol methanesulfonate (obtained as in Example 17) and an equal weight of sodium azide in 45 ml. of dimethylformamide is heated at about 95° C. for about 12 hours. The mixture is taken to dryness on a rotary evaporator and the residue dissolved in water and benzene. The organic layer is washed with water and brine to yield cis 4-(p-fluorophenyl)cyclohexan-1-ylazide. Reaction conditions: temperature 120 celsius. RXN SMILES: [CH2:1]([C:4]1[C:5]([OH:13])=[C:6]([C:10](=[O:12])[CH3:11])[CH:7]=[CH:8][CH:9]=1)[CH:2]=[CH2:3]>C1(C)C=CC=CC=1.C1C=CC(C#N)=CC=1.C1C=CC(C#N)=CC=1.Cl[Pd]Cl>[OH:13][C:5]1[C:4](/[CH:1]=[CH:2]/[CH3:3])=[CH:9][CH:8]=[CH:7][C:6]=1[C:10](=[O:12])[CH3:11] |f:2.3.4|. The reagents and catalysts are C1=CC=C(C=C1)C#N.C1=CC=C(C=C1)C#N.Cl[Pd]Cl (bis(benzonitrile)dichloropalladium(II)). Starting materials: C(C=C)C=1C(=C(C=CC1)C(C)=O)O (1-(3-allyl-2-hydroxyphenyl)ethanone). Solvent: C1(=CC=CC=C1)C (toluene). The product is OC1=C(C=CC=C1\C=C\C)C(C)=O (1-{2-Hydroxy-3-[(1E)-prop-1-en-1-yl]phenyl}ethanone). Procedure details: 40 g (227 mmol) of 1-(3-allyl-2-hydroxyphenyl)ethanone are dissolved in 120 ml of toluene, and 2.17 g (5.6 mmol) of bis(benzonitrile)dichloropalladium(II) are added. The reaction mixture is heated at 120° C. overnight. Cooling to room temperature is followed by filtration through kieselguhr and removal of the solvent in vacuo. 20.9 g (95% of theory) of the title compound are obtained and are reacted without further purification in the next stage. Starting materials: CCOC(=O)C1(CNC(=O)OC(C)(C)C)CCN(c2ncnc3[nH]ccc23)CC1, C1CCOC1, CCO, CCOC(C)=O, [Li+], [OH-], O, O. Yields the product CC(C)(C)OC(=O)NCC1(C(=O)O)CCN(c2ncnc3[nH]ccc23)CC1. As a reaction SMILES: [C:4]([CH3:5])([CH3:6])([CH3:7])[O:8][C:9](=[O:10])[NH:11][CH2:12][C:13]1([C:28](=[O:29])[O:30][CH2:31][CH3:32])[CH2:14][CH2:15][N:16]([c:19]2[c:20]3[c:21]([n:22][cH:23][n:24]2)[nH:25][cH:26][cH:27]3)[CH2:17][CH2:18]1.[CH2:34]1[O:35][CH2:36][CH2:37][CH2:38]1.[CH3:39][CH2:40][OH:41].[CH3:42][CH2:43][O:44][C:45]([CH3:46])=[O:47].[Li+:3].[OH-:2].[OH2:1].[OH2:33]>>[C:4]([CH3:5])([CH3:6])([CH3:7])[O:8][C:9](=[O:10])[NH:11][CH2:12][C:13]1([C:28](=[O:29])[OH:30])[CH2:14][CH2:15][N:16]([c:19]2[c:20]3[c:21]([n:22][cH:23][n:24]2)[nH:25][cH:26][cH:27]3)[CH2:17][CH2:18]1. Reactants: CC(C)C[Al+]CC(C)C, C1CCOC1, CCOC(=O)C(C)(Cc1ccc(C)cc1)c1cccnc1, CCOC(C)=O, [H-]. The product is Cc1ccc(CC(C)(CO)c2cccnc2)cc1. RXN SMILES: [CH2:2]([Al+:3][CH2:4][CH:5]([CH3:6])[CH3:7])[CH:8]([CH3:9])[CH3:10].[CH2:32]1[O:33][CH2:34][CH2:35][CH2:36]1.[CH3:11][C:12]([C:13](=[O:14])[O:15][CH2:16][CH3:17])([CH2:18][c:19]1[cH:20][cH:21][c:22]([CH3:25])[cH:23][cH:24]1)[c:26]1[cH:27][n:28][cH:29][cH:30][cH:31]1.[CH3:37][CH2:38][O:39][C:40](=[O:41])[CH3:42].[H-:1]>>[CH3:11][C:12]([CH2:13][OH:14])([CH2:18][c:19]1[cH:20][cH:21][c:22]([CH3:25])[cH:23][cH:24]1)[c:26]1[cH:27][n:28][cH:29][cH:30][cH:31]1.